From a dataset of the Open Reaction Database (ORD), a public repository of structured organic reaction records. describe an organic reaction: reactants, conditions, products, and yield The product is C(C)(C)(C)C1CCC(CC1)N(C1=NC2=C(N1C)C=CC(=C2)OC)CC2=CC=C(C(=O)O)C=C2 (4-{[(4-tert-Butylcyclohexyl)(5-methoxy-1-methyl-1H-benzimidazol-2-yl)amino]methyl}benzoic acid). As a reaction SMILES: [C:1]([CH:5]1[CH2:10][CH2:9][CH:8]([N:11]([CH2:24][C:25]2[CH:34]=[CH:33][C:28]([C:29]([O:31]C)=[O:30])=[CH:27][CH:26]=2)[C:12]2[N:16]([CH3:17])[C:15]3[CH:18]=[CH:19][C:20]([O:22][CH3:23])=[CH:21][C:14]=3[N:13]=2)[CH2:7][CH2:6]1)([CH3:4])([CH3:3])[CH3:2].[Li+].[OH-].CCOC(C)=O.Cl>O1CCOCC1.O>[C:1]([CH:5]1[CH2:6][CH2:7][CH:8]([N:11]([CH2:24][C:25]2[CH:26]=[CH:27][C:28]([C:29]([OH:31])=[O:30])=[CH:33][CH:34]=2)[C:12]2[N:16]([CH3:17])[C:15]3[CH:18]=[CH:19][C:20]([O:22][CH3:23])=[CH:21][C:14]=3[N:13]=2)[CH2:9][CH2:10]1)([CH3:4])([CH3:2])[CH3:3] |f:1.2|. Starting materials: C(C)(C)(C)C1CCC(CC1)N(C1=NC2=C(N1C)C=CC(=C2)OC)CC2=CC=C(C(=O)OC)C=C2 (Methyl 4-{[(4-tert-butylcyclohexyl)(5-methoxy-1-methyl-1H-benzimidazol-2-yl)amino]methyl}benzoate), [Li+].[OH-] (LiOH), Cl (HCl), CCOC(=O)C (EtOAc). Run in O1CCOCC1 (dioxane), O (H2O). Reported procedure: To a solution of the title compound of Example 14 Step C (0.2 mmol, 93 mg) in 2 mL of dioxane was added LiOH (2 mmol, 48 mg) in 1 mL of H2O. The reaction mixture was stirred at 40° C. for 1 h. The reaction mixture was taken up in dilute pH 7 buffer and EtOAc, and acidified with 2 N HCl until two clear layers formed after agitation. The organic layer was collected and the aqueous layer was washed 2× with EtOAc. The combined organic layers were dried with Na2SO4 and concentrated under reduced pres... Conditions: temperature 40 celsius, time 1 hour.